This data is from the Open Reaction Database (ORD), a public repository of structured organic reaction records. The task is: describe an organic reaction: reactants, conditions, products, and yield Starting materials: BrC(C(=O)O)(C)C (2-bromo-2-methylproprionic acid), II (Iodine crystals), C[O-].[Na+] (Sodium methoxide), COC1=CC=C(CS)C=C1 (4-methoxybenzylmercaptan). Run in O1CCCC1 (tetrahydrofuran), O1CCCC1 (tetrahydrofuran), CO (methanol), [OH-].[Na+] (sodium hydroxide). Product: COC1=CC=C(CSC(C(=O)O)(C)C)C=C1 (2-(4-Methoxybenzylthio)-2-methylpropionic acid). The yield is 58.5%. RXN SMILES: C[O-].[Na+].[CH3:4][O:5][C:6]1[CH:13]=[CH:12][C:9]([CH2:10][SH:11])=[CH:8][CH:7]=1.Br[C:15]([CH3:20])([CH3:19])[C:16]([OH:18])=[O:17].II>O1CCCC1.[OH-].[Na+].CO>[CH3:4][O:5][C:6]1[CH:13]=[CH:12][C:9]([CH2:10][S:11][C:15]([CH3:20])([CH3:19])[C:16]([OH:18])=[O:17])=[CH:8][CH:7]=1 |f:0.1,6.7|. Procedure: Sodium methoxide (81 g, 1.5 mol) was added to 50 ml methanol and 375 ml freshly distilled tetrahydrofuran. The slurry was stirred in an ice bath and 4-methoxybenzylmercaptan (80 g, 0.52 mol) was added slowly. The cloudy orange solution was stirred at room temperature for 1.25 hours, 2-bromo-2-methylproprionic acid (83.5 g, 0.5 mol) was dissolved in 200 ml tetrahydrofuran and added to the mixture. The thick slurry was stirred at reflux for 70 h, then cooled to room temperature. Iodine crystals we... Reactants: Brc1cccnc1, O=C([O-])[O-], Cn1c(N2CC3CC2CN3)nc(-c2ccncn2)cc1=O, Cl, [Cs+], [Cs+], CC(=O)[O-], CC(=O)[O-], C1CCOC1, [Pd+2]. The product is Cn1c(N2CC3CC2CN3c2cccnc2)nc(-c2ccncn2)cc1=O, Cl. RXN SMILES: [Br:22][c:23]1[cH:24][n:25][cH:26][cH:27][cH:28]1.[C:29](=[O:30])([O-:31])[O-:32].[CH:1]12[N:2]([c:8]3[n:9]([CH3:21])[c:10](=[O:20])[cH:11][c:12](-[c:14]4[n:15][cH:16][n:17][cH:18][cH:19]4)[n:13]3)[CH2:3][CH:4]([NH:5][CH2:6]1)[CH2:7]2.[ClH:35].[Cs+:33].[Cs+:34].[O-:42][C:43]([CH3:44])=[O:45].[O-:46][C:47]([CH3:48])=[O:49].[O:36]1[CH2:37][CH2:38][CH2:39][CH2:40]1.[Pd+2:41]>>[CH:1]12[N:2]([c:8]3[n:9]([CH3:21])[c:10](=[O:20])[cH:11][c:12](-[c:14]4[n:15][cH:16][n:17][cH:18][cH:19]4)[n:13]3)[CH2:3][CH:4]([N:5]([c:23]3[cH:24][n:25][cH:26][cH:27][cH:28]3)[CH2:6]1)[CH2:7]2.[ClH:35]. Starting materials: C(C1=CC=CC=C1)OC(CO)COCCCCCCCCCCCCCCCC (2-benzyloxy-3-hexadecyloxy-1-propanol), CS(=O)C (dimethylsulfoxide), O (water), C(C(=O)Cl)(=O)Cl (oxalyl chloride), C(C(=O)Cl)(=O)Cl (oxalyl chloride). The solvent is C(Cl)Cl (methylene chloride), C(Cl)Cl (methylene chloride), C(Cl)Cl (methylene chloride). Run at temperature -50 celsius, time 8 hour. The product is C(C1=CC=CC=C1)OC(COCCCCCCCCCCCCCCCC)C(C(C)C)O (2-Benzyloxy-1-hexadecyloxy-4-methyl-3-pentanol). Isolated yield 60.2%. RXN SMILES: [C:1](Cl)(=O)[C:2](Cl)=O.[CH3:7]S(C)=O.[CH2:11]([O:18][CH:19]([CH2:22][O:23][CH2:24][CH2:25][CH2:26][CH2:27][CH2:28][CH2:29][CH2:30][CH2:31][CH2:32][CH2:33][CH2:34][CH2:35][CH2:36][CH2:37][CH2:38][CH3:39])[CH2:20][OH:21])[C:12]1[CH:17]=[CH:16][CH:15]=[CH:14][CH:13]=1.O>C(Cl)Cl>[CH2:11]([O:18][CH:19]([CH:20]([OH:21])[CH:1]([CH3:2])[CH3:7])[CH2:22][O:23][CH2:24][CH2:25][CH2:26][CH2:27][CH2:28][CH2:29][CH2:30][CH2:31][CH2:32][CH2:33][CH2:34][CH2:35][CH2:36][CH2:37][CH2:38][CH3:39])[C:12]1[CH:17]=[CH:16][CH:15]=[CH:14][CH:13]=1. Procedure: To a solution of 3.05 g of oxalyl chloride in 40 ml of dry methylene chloride chilled with a dry ice- acetone bath was portionwise added under nitrogen atmosphere a solution of 3.75 g of dimethylsulfoxide in 10 ml of methylene chloride. The above addition was carried out keeping the oxalyl chloride solution at a temperature (inner temperature) below -60° C. To this solution was added a solution of 3.25 g of 2-benzyloxy-3-hexadecyloxy-1-propanol in 20 ml of methylene chloride, and then the dry ic... Reactants: BrBr (bromine), C(C)(=O)C=1C=CC(=C(C1)S(=O)(=O)N)C (5-acetyl-2-methylbenzenesulfonamide), O (water). Solvent: CO (methanol). Reaction conditions: time 1.5 hour. Product: BrCC(=O)C=1C=CC(=C(C1)S(=O)(=O)N)C (5-bromoacetyl-2-methylbenzenesulfonamide). Isolated yield 95.9%. As a reaction SMILES: [C:1]([C:4]1[CH:5]=[CH:6][C:7]([CH3:14])=[C:8]([S:10]([NH2:13])(=[O:12])=[O:11])[CH:9]=1)(=[O:3])[CH3:2].[Br:15]Br.O>CO>[Br:15][CH2:2][C:1]([C:4]1[CH:5]=[CH:6][C:7]([CH3:14])=[C:8]([S:10]([NH2:13])(=[O:11])=[O:12])[CH:9]=1)=[O:3]. Procedure details: 21.3 Grams (0.1 M) of 5-acetyl-2-methylbenzenesulfonamide was dissolved in 180 g of methanol, while the resulting solution was kept at 35°-40° C., 16.0 g (0.1 M) of bromine was added dropwise by taking 1.5 hours. The reaction mixture was stirred for 10 minutes after the dropwise addition, 80 g of water was added to the reaction mixture and the whole reaction mixture was stirred for further 30 minutes at room temperature. A part of methanolwater was removed by evaporation, then the crystals forme...